This data is from the Open Reaction Database (ORD), a public repository of structured organic reaction records. The task is: describe an organic reaction: reactants, conditions, products, and yield Reactants: O1C=NC=C1 (oxazole), CCCCCC.C(CCC)[Li] (n-butyllithium hexane), O(S(=O)(=O)C(F)(F)F)[Si](C(C)C)(C(C)C)C(C)C (triisopropylsilyl triflate). The solvent is C1CCOC1 (THF). Reaction conditions: temperature 0 celsius, time 10 minute. The product is C(C)(C)[Si](C=1OC=CN1)(C(C)C)C(C)C (2-(triisopropylsilyl)oxazole). Reaction SMILES: [O:1]1[CH:5]=[CH:4][N:3]=[CH:2]1.CCCCCC.C([Li])CCC.O([Si:25]([CH:32]([CH3:34])[CH3:33])([CH:29]([CH3:31])[CH3:30])[CH:26]([CH3:28])[CH3:27])S(C(F)(F)F)(=O)=O>C1COCC1>[CH:26]([Si:25]([CH:32]([CH3:34])[CH3:33])([CH:29]([CH3:31])[CH3:30])[C:2]1[O:1][CH:5]=[CH:4][N:3]=1)([CH3:28])[CH3:27] |f:1.2|. Procedure: To a solution of oxazole (2.1 g) in THF (90 mL) was added dropwise n-butyllithium hexane solution (1.6M, 19.7 mL) at −78° C. The reaction mixture was stirred at 0° C. for 10 min under nitrogen atmosphere, and triisopropylsilyl triflate (8.5 mL) was added thereto. The reaction mixture was stirred at room temperature for 2 hr, and the solvent was evaporated under reduced pressure. To the residue was added ethyl acetate, and the mixture was washed with water and saturated brine, and dried over anhy... The reactants are CCB(CC)CC, CI, CC1CCCCC1=O, [KH], C1CCOC1. Yields the product CC1(C)CCCCC1=O. Reaction SMILES: [CH2:10]([B:11]([CH2:12][CH3:13])[CH2:14][CH3:15])[CH3:16].[CH3:17][I:18].[CH3:2][CH:3]1[C:4](=[O:9])[CH2:5][CH2:6][CH2:7][CH2:8]1.[KH:1].[O:19]1[CH2:20][CH2:21][CH2:22][CH2:23]1>>[CH3:2][C:3]1([CH3:10])[C:4](=[O:9])[CH2:5][CH2:6][CH2:7][CH2:8]1. Starting materials: OBO, O=C([O-])[O-], CSc1ccccc1, Cc1ccccc1, FC(F)(F)c1nc(Cl)c(-c2ccccc2)c(-c2ccccc2)n1, Cl, [K+], [K+]. The product is CSc1ccc(-c2nc(C(F)(F)F)nc(-c3ccccc3)c2-c2ccccc2)cc1. Reaction SMILES: [BH:30]([OH:31])[OH:32].[C:24](=[O:25])([O-:26])[O-:27].[CH3:33][S:34][c:35]1[cH:36][cH:37][cH:38][cH:39][cH:40]1.[CH3:42][c:43]1[cH:44][cH:45][cH:46][cH:47][cH:48]1.[Cl:1][c:2]1[n:3][c:4]([C:20]([F:21])([F:22])[F:23])[n:5][c:6](-[c:14]2[cH:15][cH:16][cH:17][cH:18][cH:19]2)[c:7]1-[c:8]1[cH:9][cH:10][cH:11][cH:12][cH:13]1.[ClH:41].[K+:28].[K+:29]>>[c:2]1(-[c:38]2[cH:37][cH:36][c:35]([S:34][CH3:33])[cH:40][cH:39]2)[n:3][c:4]([C:20]([F:21])([F:22])[F:23])[n:5][c:6](-[c:14]2[cH:15][cH:16][cH:17][cH:18][cH:19]2)[c:7]1-[c:8]1[cH:9][cH:10][cH:11][cH:12][cH:13]1. Reactants: C(N)(=N)CCNC(=O)C1=CC(=CN1CC(C)C)NC(=O)C=1NC2=CC=C(C=C2C1)NC(CCN)=O (5-(3-Amino-propionylamino)-1H-indole-2-carboxylic acid [5-(2-carbamimidoyl-ethylcarbamoyl)-1-isobutyl-1H-pyrrol-3-yl]-amide), Cl.N1(N=CC=C1)C(=N)N (1H-pyrazole-1-carboxamidine hydrochloride). Product: C(N)(=N)CCNC(=O)C1=CC(=CN1CC(C)C)NC(=O)C=1NC2=CC=C(C=C2C1)NC(CCNC(=N)N)=O (5-(3-Guanidino-propionylamino)-1H-indole-2-carboxylic acid [5-(2-carbamimidoyl-ethylcarbamoyl)-1-isobutyl-1H-pyrrol-3-yl]-amide). The yield is 26.0%. Reaction SMILES: [C:1]([CH2:4][CH2:5][NH:6][C:7]([C:9]1[N:13]([CH2:14][CH:15]([CH3:17])[CH3:16])[CH:12]=[C:11]([NH:18][C:19]([C:21]2[NH:22][C:23]3[C:28]([CH:29]=2)=[CH:27][C:26]([NH:30][C:31](=[O:35])[CH2:32][CH2:33][NH2:34])=[CH:25][CH:24]=3)=[O:20])[CH:10]=1)=[O:8])(=[NH:3])[NH2:2].Cl.[N:37]1([C:42](N)=[NH:43])C=CC=N1>>[C:1]([CH2:4][CH2:5][NH:6][C:7]([C:9]1[N:13]([CH2:14][CH:15]([CH3:17])[CH3:16])[CH:12]=[C:11]([NH:18][C:19]([C:21]2[NH:22][C:23]3[C:28]([CH:29]=2)=[CH:27][C:26]([NH:30][C:31](=[O:35])[CH2:32][CH2:33][NH:34][C:42]([NH2:43])=[NH:37])=[CH:25][CH:24]=3)=[O:20])[CH:10]=1)=[O:8])(=[NH:2])[NH2:3] |f:1.2|. Procedure: Compound 114 was treated with 1H-pyrazole-1-carboxamidine hydrochloride according to the procedure for 47 to give compound 115. Yield: 26%. MS: 262.17 (M/2+H+). 1H-NMR (DMSO-d6): 11.51 (s, 1H), 10.25 (s, 1H), 9.93 (s, 1H), 8.89 & 8.60 (2br s, 3H), 8.25 (t, 1H), 7.99 (s, 1H), 7.51 (t, 1H), 7.37 (d, 1H), 7.26 (d, 1H), 7.25 (s, 1H), 7.19 (d, 1H), 6.92 (d, 1H), 4.11 (d, 2H), 2.59 (t, 2H), 1.98 (m, 1H), 0.80 (d, 6H). Product: C(C)(C)(C)OC(=O)N1CCN(CC1)C(C(CC1=CC=CC=C1)NC(=O)C=1NC2=CC=C(C=C2C1)Cl)=O (4-{2-[(5-Chloro-1H-indole-2-carbonyl)-amino]-3-phenyl-propionyl}-piperazine-1-carboxylic acid tert-butyl ester). As a reaction SMILES: [C:1]([O:5][C:6]([N:8]1[CH2:13][CH2:12][NH:11][CH2:10][CH2:9]1)=[O:7])([CH3:4])([CH3:3])[CH3:2].[Cl:14][C:15]1[CH:16]=[C:17]2[C:21](=[CH:22][CH:23]=1)[NH:20][C:19]([C:24]([NH:26][CH:27]([CH2:31][C:32]1[CH:37]=[CH:36][CH:35]=[CH:34][CH:33]=1)[C:28](O)=[O:29])=[O:25])=[CH:18]2>>[C:1]([O:5][C:6]([N:8]1[CH2:13][CH2:12][N:11]([C:28](=[O:29])[CH:27]([NH:26][C:24]([C:19]2[NH:20][C:21]3[C:17]([CH:18]=2)=[CH:16][C:15]([Cl:14])=[CH:23][CH:22]=3)=[O:25])[CH2:31][C:32]2[CH:37]=[CH:36][CH:35]=[CH:34][CH:33]=2)[CH2:10][CH2:9]1)=[O:7])([CH3:4])([CH3:2])[CH3:3]. The reactants are C(C)(C)(C)OC(=O)N1CCNCC1 (1-Piperazinecarboxylic acid t-butyl ester), ClC=1C=C2C=C(NC2=CC1)C(=O)NC(C(=O)O)CC1=CC=CC=C1 (2-[(5chloro-1H-indole-2-carbonyl)-amino]-3-phenyl-propionic acid), ( 70/30 ). Procedure details: 1-Piperazinecarboxylic acid t-butyl ester (1.2 mmol) and 2-[(5chloro-1H-indole-2-carbonyl)-amino]-3-phenyl-propionic acid (0.6 mmol) were coupled according to procedure A (0-25° C. reaction temperature, reaction time 4 days, extraction with acid first, then base), and the crude product purified by column chromatography on silica gel eluted with 30% ethyl acetate in hexanes to give a colorless foam: Yield 290 mg, 95%; HPLC (70/30) 6.23 min (99%); PBMS 512/514 (MH+, 100%); Starting materials: [OH-].[Na+] (NaOH), Cl (HCl), C(C1=CC=CC=C1)=O (Benzaldehyde), [N+](=O)([O-])C (nitromethane). Run in solution, CO (MeOH). Reaction conditions: temperature -18 celsius, time 2 hour. The product is C1(=CC=CC=C1)C=C[N+](=O)[O-] (2-phenylnitroethene). Isolated yield 36.7%. RXN SMILES: [CH:1](=O)[C:2]1[CH:7]=[CH:6][CH:5]=[CH:4][CH:3]=1.[N+:9]([CH3:12])([O-:11])=[O:10].[OH-].[Na+].Cl>CO>[C:2]1([CH:1]=[CH:12][N+:9]([O-:11])=[O:10])[CH:7]=[CH:6][CH:5]=[CH:4][CH:3]=1 |f:2.3|. Procedure: Benzaldehyde (10.0 g, 94.2 mmol) and nitromethane (5.1 mL, 94.2 mmol) were dissolved in MeOH, the solution was cooled to -18° C., and NaOH (3.9 g, 98.9 mmol) in aqueous solution (80 mL) was added while maintaining the temperature below -10° C. The mixture was stirred at 0° C. for 2 hours, then stored at 5° C. overnight. The solution was then poured into stirring acid (200 mL conc. HCl/300 mL H2O). The precipitate was collected, washed, and recrystallized from EtOH to afford the title compound as... The reactants are FC(C1=CC=C(C=C1)C(=O)Cl)(F)F (4-(Trifluoromethyl)-1-benzenecarbonyl chloride), NC1=C(C=C(C=C1)C1=NN(C2=NC=NC(=C21)N)[C@@H]2CC[C@H](CC2)N2CCN(CC2)C)OC (trans-3-(4-amino-3-methoxyphenyl)-1-[4-(4-methylpiperazino)cyclohexyl]-1H-pyrazolo[3,4-d]pyrimidin-4-amine). Solvent: N1=CC=CC=C1 (pyridine). Reaction conditions: time 30 minute. Yields the product NC1=C2C(=NC=N1)N(N=C2C2=CC(=C(C=C2)NC(C2=CC=C(C=C2)C(F)(F)F)=O)OC)[C@@H]2CC[C@H](CC2)N2CCN(CC2)C (trans-N1-(4-{4-amino-1-[4-(4-methylpiperazino)cyclohexyl]-1H-pyrazolo[3,4-d]pyrimidin-3-yl}-2-methoxyphenyl)-4-(trifluoromethyl)benzamide). Yield: 74.0%. RXN SMILES: [F:1][C:2]([F:13])([F:12])[C:3]1[CH:8]=[CH:7][C:6]([C:9](Cl)=[O:10])=[CH:5][CH:4]=1.[NH2:14][C:15]1[CH:20]=[CH:19][C:18]([C:21]2[C:29]3[C:24](=[N:25][CH:26]=[N:27][C:28]=3[NH2:30])[N:23]([C@H:31]3[CH2:36][CH2:35][C@H:34]([N:37]4[CH2:42][CH2:41][N:40]([CH3:43])[CH2:39][CH2:38]4)[CH2:33][CH2:32]3)[N:22]=2)=[CH:17][C:16]=1[O:44][CH3:45]>N1C=CC=CC=1>[NH2:30][C:28]1[N:27]=[CH:26][N:25]=[C:24]2[N:23]([C@H:31]3[CH2:36][CH2:35][C@H:34]([N:37]4[CH2:38][CH2:39][N:40]([CH3:43])[CH2:41][CH2:42]4)[CH2:33][CH2:32]3)[N:22]=[C:21]([C:18]3[CH:19]=[CH:20][C:15]([NH:14][C:9](=[O:10])[C:6]4[CH:7]=[CH:8][C:3]([C:2]([F:13])([F:12])[F:1])=[CH:4][CH:5]=4)=[C:16]([O:44][CH3:45])[CH:17]=3)[C:29]=12. Procedure details: 4-(Trifluoromethyl)-1-benzenecarbonyl chloride (262 mg, 1.256 mmol) in dichloromathane (1 mL) was added to a solution of trans-3-(4-amino-3-methoxyphenyl)-1-[4-(4-methylpiperazino)cyclohexyl]-1H-pyrazolo[3,4-d]pyrimidin-4-amine (500 mg, 1.145 mmol) in pyridine (8 mL) at 0° C. After 30 minutes, the ice bath was removed the the reaction mixture was stirred at room temperature for 1.5 hour. Solvent was evaporated and the residue was purified by flash column chromatography using dichloromethane/meth...